From a dataset of the Open Reaction Database (ORD), a public repository of structured organic reaction records. describe an organic reaction: reactants, conditions, products, and yield Reactants: FC(C(=O)O)(F)F.S1C=C(C=C1)C1=CC=C(C=C1)C(CNC(C)C)C (2-(4-(3-thienyl)phenyl)propyl-2-propyl amine trifluoroacetate), C(C)(C)N=C=O (i-propyl isocyanate). The product is S1C=C(C=C1)C1=CC=C(C=C1)C(CNC(=O)NC(C)C)C (N-(2-(4-(3-Thienyl)phenyl)propyl)-N′-i-propyl Urea). RXN SMILES: FC(F)(F)C(O)=O.[S:8]1[CH:12]=[CH:11][C:10]([C:13]2[CH:18]=[CH:17][C:16]([CH:19]([CH3:25])[CH2:20][NH:21]C(C)C)=[CH:15][CH:14]=2)=[CH:9]1.[CH:26]([N:29]=[C:30]=[O:31])([CH3:28])[CH3:27]>>[S:8]1[CH:12]=[CH:11][C:10]([C:13]2[CH:18]=[CH:17][C:16]([CH:19]([CH3:25])[CH2:20][NH:21][C:30]([NH:29][CH:26]([CH3:28])[CH3:27])=[O:31])=[CH:15][CH:14]=2)=[CH:9]1 |f:0.1|. Procedure details: The title compound was prepared from 2-(4-(3-thienyl)phenyl)propyl-2-propyl amine trifluoroacetate (prepared in example 1) and i-propyl isocyanate in a manner analogous to the procedure described in Example 7. Reactants: CSC1=CC=C(C=C1)CCCCO (4-(methylthio)benzenebutanol), BrCCCCCCBr (1,6-dibromohexane). Run in [OH-].[Na+] (sodium hydroxide). Product: BrCCCCCCOCCCCC1=CC=C(C=C1)SC (1-[4-[(6-Bromohexyl)oxy]butyl]-4-(methylthio)benzene). As a reaction SMILES: [CH3:1][S:2][C:3]1[CH:8]=[CH:7][C:6]([CH2:9][CH2:10][CH2:11][CH2:12][OH:13])=[CH:5][CH:4]=1.[Br:14][CH2:15][CH2:16][CH2:17][CH2:18][CH2:19][CH2:20]Br>[OH-].[Na+]>[Br:14][CH2:15][CH2:16][CH2:17][CH2:18][CH2:19][CH2:20][O:13][CH2:12][CH2:11][CH2:10][CH2:9][C:6]1[CH:7]=[CH:8][C:3]([S:2][CH3:1])=[CH:4][CH:5]=1 |f:2.3|. Procedure: From 4-(methylthio)benzenebutanol (5.6 g), 1,6-dibromohexane (18.3 g), TAB (0.5 g) and aqueous sodium hydroxide (50% w/v, 20 ml). Starting materials: ONC(=N)C1CCN(CC1)C(=O)OC(C)(C)C (tert-butyl 4-(N-hydroxycarbamimidoyl)piperidine-1-carboxylate), CO (methanol). The reagents and catalysts are [Ni] (Ni). Run in C(C)(=O)O (acetic acid). Conditions: temperature 50 celsius, time 3 hour. Product: C(N)(=N)C1CCN(CC1)C(=O)OC(C)(C)C (tert-butyl 4-carbamimidoylpiperidine-1-carboxylate). Isolated yield 96.9%. As a reaction SMILES: O[NH:2][C:3]([CH:5]1[CH2:10][CH2:9][N:8]([C:11]([O:13][C:14]([CH3:17])([CH3:16])[CH3:15])=[O:12])[CH2:7][CH2:6]1)=[NH:4].CO>[Ni].C(O)(=O)C>[C:3]([CH:5]1[CH2:10][CH2:9][N:8]([C:11]([O:13][C:14]([CH3:17])([CH3:16])[CH3:15])=[O:12])[CH2:7][CH2:6]1)(=[NH:2])[NH2:4]. Procedure details: Into a 2-L round-bottom flask purged and maintained with an inert atmosphere of argon, was placed tert-butyl 4-(N-hydroxycarbamimidoyl)piperidine-1-carboxylate (46.5 g, 181.56 mmol, 1.00 equiv, 95%), methanol (1500 mL), acetic acid (20 mL), and Raney-Ni (13 g). The reaction system was bubbled for 5 times with hydrogen. The resulting mixture was stirred for 3 h at 50° C. in an oil bath. The solids were filtered out. The resulting solution was concentrated under vacuum to afford 40 g of tert-butyl... Starting materials: FC(F)(F)c1cc(-c2ccc(Cl)c(Cl)c2)nc(-c2cccc(Br)c2)n1, CC(C)(C)NS(=O)(=O)c1ccc(B2OC(C)(C)C(C)(C)O2)s1. Product: CC(C)(C)NS(=O)(=O)c1ccc(-c2cccc(-c3nc(-c4ccc(Cl)c(Cl)c4)cc(C(F)(F)F)n3)c2)s1. As a reaction SMILES: [Br:1][c:2]1[cH:3][c:4](-[c:8]2[n:9][c:10]([C:22]([F:23])([F:24])[F:25])[cH:11][c:12](-[c:14]3[cH:15][c:16]([Cl:21])[c:17]([Cl:20])[cH:18][cH:19]3)[n:13]2)[cH:5][cH:6][cH:7]1.[C:26]([CH3:27])([CH3:28])([CH3:29])[NH:30][S:31](=[O:32])(=[O:33])[c:34]1[s:35][c:36]([B:39]2[O:40][C:41]([CH3:42])([CH3:43])[C:44]([CH3:45])([CH3:46])[O:47]2)[cH:37][cH:38]1>>[c:2]1(-[c:36]2[s:35][c:34]([S:31]([NH:30][C:26]([CH3:27])([CH3:28])[CH3:29])(=[O:32])=[O:33])[cH:38][cH:37]2)[cH:3][c:4](-[c:8]2[n:9][c:10]([C:22]([F:23])([F:24])[F:25])[cH:11][c:12](-[c:14]3[cH:15][c:16]([Cl:21])[c:17]([Cl:20])[cH:18][cH:19]3)[n:13]2)[cH:5][cH:6][cH:7]1.